The task is: describe an organic reaction: reactants, conditions, products, and yield. This data is from the Open Reaction Database (ORD), a public repository of structured organic reaction records. The reactants are ClC1=CC(=C(C#N)C=C1)NC(=O)OCC (4-chloro-2-(ethoxycarbonylamino)benzonitrile), BrCC(=O)C1=CC(=CC(=C1)F)F (2-bromo-3′,5′-difluoroacetophenone). Yields the product NC1=C(N(C2=CC(=CC=C12)Cl)C(=O)OCC)C(C1=CC(=CC(=C1)F)F)=O (3-Amino-6-chloro-2-(3,5-difluorobenzoyl)-1-(ethoxycarbonyl)indole). As a reaction SMILES: [Cl:1][C:2]1[CH:9]=[CH:8][C:5]([C:6]#[N:7])=[C:4]([NH:10][C:11]([O:13][CH2:14][CH3:15])=[O:12])[CH:3]=1.Br[CH2:17][C:18]([C:20]1[CH:25]=[C:24]([F:26])[CH:23]=[C:22]([F:27])[CH:21]=1)=[O:19]>>[NH2:7][C:6]1[C:5]2[C:4](=[CH:3][C:2]([Cl:1])=[CH:9][CH:8]=2)[N:10]([C:11]([O:13][CH2:14][CH3:15])=[O:12])[C:17]=1[C:18](=[O:19])[C:20]1[CH:21]=[C:22]([F:27])[CH:23]=[C:24]([F:26])[CH:25]=1. Procedure details: The title compound was prepared according to the procedure described in step 3 of Example 1 from 4-chloro-2-(ethoxycarbonylamino)benzonitrile (Example 1, step 1) and 2-bromo-3′,5′-difluoroacetophenone (prepared according to the method of S. Kajigaeshi et al., Bull.Chem.Soc.Jpn., 1987, 60, 1159-1160). Reactants: FC(C1=CC(=C(C=C1)N1C(=NC(=C1CN1C(C=2C(C1=O)=CC=CC2)=O)C)CN(C)C)C(=O)C2=NC=CC=C2)(F)F (N-[[1-[4-trifluoromethyl-2-(2-pyridylcarbonyl)phenyl]-2-[(dimethylamino)-methyl]-4-methylimidazol-5-yl]methyl]phthalimide), O.NN (hydrazine hydrate), C(C)O (ethanol). The product is FC(C=1C=CC2=C(C(=NCC=3N2C(=NC3C)CN(C)C)C3=NC=CC=C3)C1)(F)F (8-trifluoromethyl-6-(2-pyridyl)-1-[(dimethylamino)methyl]-3-methyl-4H-imidazo[1,5-a][1,4]benzodiazepine). As a reaction SMILES: [F:1][C:2]([F:40])([F:39])[C:3]1[CH:8]=[CH:7][C:6]([N:9]2[C:13]([CH2:14][N:15]3C(=O)C4=CC=CC=C4[C:16]3=O)=[C:12]([CH3:26])[N:11]=[C:10]2[CH2:27][N:28]([CH3:30])[CH3:29])=[C:5](C(C2C=CC=CN=2)=O)[CH:4]=1.O.NN.[CH2:44](O)[CH3:45]>>[F:1][C:2]([F:40])([F:39])[C:3]1[CH:4]=[CH:5][C:6]2[N:9]3[C:10]([CH2:27][N:28]([CH3:30])[CH3:29])=[N:11][C:12]([CH3:26])=[C:13]3[CH2:14][N:15]=[C:16]([C:45]3[CH:44]=[CH:4][CH:5]=[CH:6][N:9]=3)[C:7]=2[CH:8]=1 |f:1.2|. Procedure details: In the manner given in Example 4, N-[[1-[4-trifluoromethyl-2-(2-pyridylcarbonyl)phenyl]-2-[(dimethylamino)-methyl]-4-methylimidazol-5-yl]methyl]phthalimide in ethanol is heated with hydrazine hydrate to give 8-trifluoromethyl-6-(2-pyridyl)-1-[(dimethylamino)methyl]-3-methyl-4H-imidazo[1,5-a][1,4]benzodiazepine. Run in CCOCC (ether), O (water), C1=CC=CC=C1 (benzene), C1=CC=CC=C1 (benzene). Reaction conditions: temperature 50 celsius, time 2 hour. Yield: 129.3%. RXN SMILES: C(O[C:12]1[CH:17]=[CH:16][CH:15]=[C:14]([C:18]2[CH:23]=[CH:22][CH:21]=[CH:20][CH:19]=2)[C:13]=1[C:24]([OH:26])=[O:25])CCCCCCCCC.S(Cl)(Cl)=O.O[C:32]1[CH:49]=[CH:48][C:35]([C:36]([O:38][CH2:39][C:40]([C:46]#[N:47])([CH3:45])[CH2:41][CH2:42][CH2:43][CH3:44])=[O:37])=[CH:34][CH:33]=1.[H-].[Na+].Cl>C1C=CC=CC=1.CCOCC.O>[CH2:24]([O:25][C:17]1[CH:12]=[C:13]([C:24]([O:26][C:32]2[CH:49]=[CH:48][C:35]([C:36]([O:38][CH2:39][C:40]([C:46]#[N:47])([CH3:45])[CH2:41][CH2:42][CH2:43][CH3:44])=[O:37])=[CH:34][CH:33]=2)=[O:25])[C:14]([C:18]2[CH:19]=[CH:20][CH:21]=[CH:22][CH:23]=2)=[CH:15][CH:16]=1)[CH2:13][CH2:12][CH2:17][CH2:16][CH2:15][CH2:14][CH2:18][CH2:19][CH3:20] |f:3.4|. The product is C(CCCCCCCCC)OC=1C=C(C(=CC1)C1=CC=CC=C1)C(=O)OC1=CC=C(C(=O)OCC(CCCC)(C)C#N)C=C1 (2-cyano-2 -methylhexyl p-(p-decyloxybiphenyl carbonyloxy)benzoate). Starting materials: Cl (hydrochloric acid), C(CCCCCCCCC)OC1=C(C(=CC=C1)C1=CC=CC=C1)C(=O)O (decyloxybiphenylcarboxylic acid), S(=O)(Cl)Cl (thionyl chloride), acid chloride, OC1=CC=C(C(=O)OCC(CCCC)(C)C#N)C=C1 (2-cyano-2-methylhexyl p-hydroxybenzoate), S(=O)(Cl)Cl (thionyl chloride), [H-].[Na+] (sodium hydride). Reported procedure: 211 mg (1.18 mM) of decyloxybiphenylcarboxylic acid and 2.5 ml of thionyl chloride were heat-refluxed for 2 hours, followed by distilling-off of excessive thionyl chloride. To the resultant acid chloride was added a solution of 339 mg (1.18 mM) of 2-cyano-2-methylhexyl p-hydroxybenzoate and 263 mg (2.36 mM) of thiethylenediamine in 5 ml of dry benzene, followed by 2 hours of stirring under heating at 50° C. Then, a solution of 56.5 mg (2.36 mM) of sodium hydride in 2 ml of dry benzene was added,... Starting materials: NC1=C2C(CN(C2=CC=C1)CC(=O)OC(C)(C)C)CCCC(=O)OCC (Ethyl 4-[4-amino-1-(2-tert-butoxy-2-oxoethyl)-2,3-dihydro-1H-indol-3-yl]butanoate), [OH-].[Li+] (lithium hydroxide), Cl (HCl). The solvent is C1CCOC1 (THF), CCO (EtOH), O (H2O). Conditions: time 15 minute. The product is NC1=C2C(CN(C2=CC=C1)CC(=O)OC(C)(C)C)CCCC(=O)[O-].[Li+] (Lithium 4-[4-amino-1-(2-tert-butoxy-2-oxoethyl)-2,3-dihydro-1H-indol-3-yl]butanoate). Reaction SMILES: [NH2:1][C:2]1[CH:10]=[CH:9][CH:8]=[C:7]2[C:3]=1[CH:4]([CH2:19][CH2:20][CH2:21][C:22]([O:24]CC)=[O:23])[CH2:5][N:6]2[CH2:11][C:12]([O:14][C:15]([CH3:18])([CH3:17])[CH3:16])=[O:13].[OH-].[Li+:28].Cl>C1COCC1.CCO.O>[NH2:1][C:2]1[CH:10]=[CH:9][CH:8]=[C:7]2[C:3]=1[CH:4]([CH2:19][CH2:20][CH2:21][C:22]([O-:24])=[O:23])[CH2:5][N:6]2[CH2:11][C:12]([O:14][C:15]([CH3:17])([CH3:18])[CH3:16])=[O:13].[Li+:28] |f:1.2,7.8|. Procedure: To a solution of ethyl 4-[4-amino-1-(2-tert-butoxy-2-oxoethyl)-2,3-dihydro-1H-indol-3-yl]butanoate from Step D (1.00 g, 2.76 mmol) in THF (30 mL), EtOH (15 mL) and H2O (15 mL) was added 1.0 N lithium hydroxide (2.76 mL, 2.76 mmol). After 15 min, 1 N aqueous HCl was added to adjust the solution to pH 7 and the mixture was concentrated in vacuo to give the title compound, which was of sufficient purity for use in the next step. MS: m/z=335 (M+1). Run in C(C)#N (acetonitrile). The reactants are COC1=CC=C(C=C1)N (p-Anisidine), C([O-])([O-])=O.[K+].[K+] (potassium carbonate), [I-].[K+] (potassium iodide), ClC1=NC=C(C(=N1)Cl)C(C)Br ((±)-2,4-dichloro-5-(1-bromoethyl)-pyrimidine). The product is ClC1=NC=C(C(=N1)Cl)C(C)NC1=CC=C(C=C1)OC ((±)-[1-(2,4-dichloro-pyrimidin-5-yl)-ethyl]-(4-methoxy-phenyl)-amine). Reaction conditions: time 16 hour. Procedure details: (±)-2,4-Dichloro-5-(1-bromoethyl)-pyrimidine (1.97 g; 7.70 mmol) (from Example 1c supra) was dissolved in acetonitrile (21 mL). p-Anisidine (0.95 g; 7.70 mmol) (Aldrich), potassium carbonate (1.17 g; 8.48 mmol) and potassium iodide (0.32 g; 1.93 mmol) were added and the mixture was stirred at room temperature. After 16 hours, the mixture was partitioned between ethyl acetate and water. The organic phase was washed with water and brine, dried over anhydrous sodium sulfate, filtered and concentrat... RXN SMILES: [Cl:1][C:2]1[N:7]=[C:6]([Cl:8])[C:5]([CH:9](Br)[CH3:10])=[CH:4][N:3]=1.[CH3:12][O:13][C:14]1[CH:19]=[CH:18][C:17]([NH2:20])=[CH:16][CH:15]=1.C(=O)([O-])[O-].[K+].[K+].[I-].[K+]>C(#N)C>[Cl:1][C:2]1[N:7]=[C:6]([Cl:8])[C:5]([CH:9]([NH:20][C:17]2[CH:18]=[CH:19][C:14]([O:13][CH3:12])=[CH:15][CH:16]=2)[CH3:10])=[CH:4][N:3]=1 |f:2.3.4,5.6|.